Task: describe an organic reaction: reactants, conditions, products, and yield. Dataset: the Open Reaction Database (ORD), a public repository of structured organic reaction records The reactants are CC(O)c1cc(C(C)(C)C)ccn1, ClCCl, O=S(Cl)Cl. Yields the product CC(Cl)c1cc(C(C)(C)C)ccn1. Reaction SMILES: [C:1]([CH3:2])([CH3:3])([CH3:4])[c:5]1[cH:6][c:7]([CH:11]([CH3:12])[OH:13])[n:8][cH:9][cH:10]1.[Cl:18][CH2:19][Cl:20].[S:14]([Cl:15])([Cl:16])=[O:17]>>[C:1]([CH3:2])([CH3:3])([CH3:4])[c:5]1[cH:6][c:7]([CH:11]([CH3:12])[Cl:16])[n:8][cH:9][cH:10]1. Starting materials: O=C([O-])O, CC(=O)[O-], O=S(=O)(Oc1cncc(Cl)c1)C(F)(F)F, Cn1nnc(-c2c(F)cccc2I)n1, [K+], [Na+], CN(C)C=O. The product is Cn1nnc(-c2c(F)cccc2-c2cncc(Cl)c2)n1. Reaction SMILES: [C:35](=[O:36])([OH:37])[O-:38].[CH3:17][C:18](=[O:19])[O-:20].[F:1][C:2]([F:3])([F:4])[S:5]([O:6][c:7]1[cH:8][n:9][cH:10][c:11]([Cl:13])[cH:12]1)(=[O:14])=[O:15].[F:21][c:22]1[c:23](-[c:29]2[n:30][n:31][n:32]([CH3:34])[n:33]2)[c:24]([I:28])[cH:25][cH:26][cH:27]1.[K+:16].[Na+:39].[O:40]=[CH:41][N:42]([CH3:43])[CH3:44]>>[c:7]1(-[c:24]2[c:23](-[c:29]3[n:30][n:31][n:32]([CH3:34])[n:33]3)[c:22]([F:21])[cH:27][cH:26][cH:25]2)[cH:8][n:9][cH:10][c:11]([Cl:13])[cH:12]1.